This data is from the Open Reaction Database (ORD), a public repository of structured organic reaction records. The task is: describe an organic reaction: reactants, conditions, products, and yield Starting materials: CO, Clc1nncc2ccccc12, NN, O. The product is NNc1nncc2ccccc12. RXN SMILES: [CH3:15][OH:16].[Cl:4][c:5]1[n:6][n:7][cH:8][c:9]2[cH:10][cH:11][cH:12][cH:13][c:14]12.[NH2:2][NH2:3].[OH2:1]>>[NH2:2][NH:3][c:5]1[n:6][n:7][cH:8][c:9]2[cH:10][cH:11][cH:12][cH:13][c:14]12. Reactants: CC(C)(C)OC(=O)n1c(B2OC(C)(C)C(C)(C)O2)cc2ccc(Br)cc21, O=C([O-])[O-], ClCCl, [Cs+], [Cs+], COc1nnc(-c2ccncc2)cc1I, C1COCCO1, O. The product is COc1nnc(-c2ccncc2)cc1-c1cc2ccc(Br)cc2n1C(=O)OC(C)(C)C. Reaction SMILES: [C:16]([CH3:17])([CH3:18])([CH3:19])[O:20][C:21](=[O:22])[n:23]1[c:24]([B:33]2[O:34][C:35]([CH3:36])([CH3:37])[C:38]([CH3:39])([CH3:40])[O:41]2)[cH:25][c:26]2[cH:27][cH:28][c:29]([Br:32])[cH:30][c:31]12.[C:42](=[O:43])([O-:44])[O-:45].[Cl:48][CH2:49][Cl:50].[Cs+:46].[Cs+:47].[I:1][c:2]1[c:3]([O:14][CH3:15])[n:4][n:5][c:6](-[c:8]2[cH:9][cH:10][n:11][cH:12][cH:13]2)[cH:7]1.[O:51]1[CH2:52][CH2:53][O:54][CH2:55][CH2:56]1.[OH2:57]>>[c:2]1(-[c:24]2[n:23]([C:21]([O:20][C:16]([CH3:17])([CH3:18])[CH3:19])=[O:22])[c:31]3[c:26]([cH:25]2)[cH:27][cH:28][c:29]([Br:32])[cH:30]3)[c:3]([O:14][CH3:15])[n:4][n:5][c:6](-[c:8]2[cH:9][cH:10][n:11][cH:12][cH:13]2)[cH:7]1.